describe an organic reaction: reactants, conditions, products, and yield From a dataset of the Open Reaction Database (ORD), a public repository of structured organic reaction records. Reactants: N1(CCNCC1)C1=C2C=CNC2=CC=C1 (4-piperazinoindole), C([O-])([O-])=O.[K+].[K+] (potassium carbonate), [I-].[K+] (potassium iodide), C(C1=CC=CC=C1)C=1N=C(OC1CCl)C1CCCCC1 (4-Benzyl-5-chloromethyl-2-cyclohexyloxazole). Solvent: CC(=O)C (acetone). The product is C(C1=CC=CC=C1)C=1N=C(OC1CN1CCN(CC1)C1=C2C=CNC2=CC=C1)C1CCCCC1 (4-[4-(4-Benzyl-2-cyclohexyl-oxazol-5-ylmethyl)-piperazin-1-yl]-1H-indole). Isolated yield 94.0%. RXN SMILES: [N:1]1([C:7]2[CH:15]=[CH:14][CH:13]=[C:12]3[C:8]=2[CH:9]=[CH:10][NH:11]3)[CH2:6][CH2:5][NH:4][CH2:3][CH2:2]1.C(=O)([O-])[O-].[K+].[K+].[I-].[K+].[CH2:24]([C:31]1[N:32]=[C:33]([CH:38]2[CH2:43][CH2:42][CH2:41][CH2:40][CH2:39]2)[O:34][C:35]=1[CH2:36]Cl)[C:25]1[CH:30]=[CH:29][CH:28]=[CH:27][CH:26]=1>CC(C)=O>[CH2:24]([C:31]1[N:32]=[C:33]([CH:38]2[CH2:43][CH2:42][CH2:41][CH2:40][CH2:39]2)[O:34][C:35]=1[CH2:36][N:4]1[CH2:3][CH2:2][N:1]([C:7]2[CH:15]=[CH:14][CH:13]=[C:12]3[C:8]=2[CH:9]=[CH:10][NH:11]3)[CH2:6][CH2:5]1)[C:25]1[CH:26]=[CH:27][CH:28]=[CH:29][CH:30]=1 |f:1.2.3,4.5|. Procedure: A mixture containing 4-piperazinoindole (0.2 mmole), potassium carbonate (0.5 mmole), potassium iodide (0.08 mmole) and 4-benzyl-5-chloromethyl-2-cyclohexyl oxazole (0.19 mmole) from example 2 was stirred in acetone (2 ml) for 16 hr. The mixture was concentrated in vacuo, water (10 ml) added, and the product extracted into dichloromethane (2×10 ml). The combined organics was washed with water (5 ml), dried over anhydrous magnesium sulfate, filtered and concentrated in vacuo to afford the require... Reactants: O=C(CNC(C)=O)C1=CC=CC=C1 (N-(1-oxo-1-phenylethan-2-yl)acetamide), solution, solution, C(=O)(O)[O-].[Na+] (NaHCO3), solution, [Na+].[Cl-] (NaCl), C=O (formaldehyde). Run in CCO (EtOH). Conditions: time 24 hour. The product is OCC(C(C1=CC=CC=C1)=O)NC(C)=O (N-(3-hydroxy-1-oxo-1-phenylpropan-2-yl)acetamide). Isolated yield 144.8%. RXN SMILES: [O:1]=[C:2]([C:8]1[CH:13]=[CH:12][CH:11]=[CH:10][CH:9]=1)[CH2:3][NH:4][C:5](=[O:7])[CH3:6].[C:14]([O-])(O)=[O:15].[Na+].C=O.[Na+].[Cl-]>CCO>[OH:15][CH2:14][CH:3]([NH:4][C:5](=[O:7])[CH3:6])[C:2](=[O:1])[C:8]1[CH:13]=[CH:12][CH:11]=[CH:10][CH:9]=1 |f:1.2,4.5|. Procedure details: N-(1-oxo-1-phenylethan-2-yl)acetamide (10) (1.1 g, 6.0 mmol, 1.0 equiv.) was added to a 100 mL RBF followed by EtOH (25 mL, 200 proof). Next, a 0.5 M solution of NaHCO3 (250 mg, 3.0 mmol, 0.5 equiv.) was added followed by a 37% solution of formaldehyde (730 μL, 9.0 mmol, 1.5 equiv.). The solution was stirred at rt. for 24 h and transferred to a separatory funnel with a 1.0 M solution of NaCl (2.9 g, 50.0 mmol). The solution was extracted with CH2Cl2 (5×60 mL). The organic layer was dried over Na...